From a dataset of the Open Reaction Database (ORD), a public repository of structured organic reaction records. describe an organic reaction: reactants, conditions, products, and yield The reactants are BrC1=CC=C2C=CC3=C(C=CC4=CC=C1C2=C34)C3=CC=C(C=C3)C (1-bromo-6-(4-methylphenyl)pyrene), ClC=1C=C(C=C(C1)Cl)B(O)O (3,5-dichlorophenylboronic acid), P(=O)([O-])([O-])[O-].[K+].[K+].[K+] (tripotassium phosphate), CN(C=O)C (dimethylformamide). The reagents and catalysts are [Br-].C(CCC)[N+](CCCC)(CCCC)CCCC (tetrabutylammonium bromide), C(C)(=O)[O-].[Pd+2].C(C)(=O)[O-] (palladium acetate). Solvent: O (water). Run at temperature 120 celsius, time 5 hour. Product: ClC=1C=C(C=C(C1)Cl)C1=CC=C2C=CC3=C(C=CC4=CC=C1C2=C34)C3=CC=C(C=C3)C (1-(3,5-dichlorophenyl)-6-(4-methylphenyl)pyrene). Yield: 58.4%. RXN SMILES: Br[C:2]1[C:15]2[C:16]3=[C:17]4[C:12](=[CH:13][CH:14]=2)[CH:11]=[CH:10][C:9]([C:18]2[CH:23]=[CH:22][C:21]([CH3:24])=[CH:20][CH:19]=2)=[C:8]4[CH:7]=[CH:6][C:5]3=[CH:4][CH:3]=1.[Cl:25][C:26]1[CH:27]=[C:28](B(O)O)[CH:29]=[C:30]([Cl:32])[CH:31]=1.P([O-])([O-])([O-])=O.[K+].[K+].[K+].CN(C)C=O>[Br-].C([N+](CCCC)(CCCC)CCCC)CCC.C([O-])(=O)C.[Pd+2].C([O-])(=O)C.O>[Cl:25][C:26]1[CH:27]=[C:28]([C:2]2[C:15]3[C:16]4=[C:17]5[C:12](=[CH:13][CH:14]=3)[CH:11]=[CH:10][C:9]([C:18]3[CH:19]=[CH:20][C:21]([CH3:24])=[CH:22][CH:23]=3)=[C:8]5[CH:7]=[CH:6][C:5]4=[CH:4][CH:3]=2)[CH:29]=[C:30]([Cl:32])[CH:31]=1 |f:2.3.4.5,7.8,9.10.11|. Procedure details: A mixed solution of 8.0 g of 1-bromo-6-(4-methylphenyl)pyrene, 4.5 g of 3,5-dichlorophenylboronic acid, 9.2 g of tripotassium phosphate, 1.4 g of tetrabutylammonium bromide, 97 mg of palladium acetate and 215 ml of dimethylformamide was heated and stirred under a nitrogen gas stream at 120° C. for 5 hours. The solution was cooled to room temperature and 1.0 L of water was poured into the solution, followed by extraction with 600 ml of dichloromethane. The organic layer was washed twice with 200 ... Reactants: (+)-camphorsulfonyloxaziridine, C[Si]([N-][Si](C)(C)C)(C)C.[K+] (potassium hexamethyldisilazide), C1(=CC=CC=C1)C (toluene), CC=1N=C(C2=C(N1)N(C(CC2)=O)CC2=CC=C(C=C2)C2=C(C=CC=C2)C2=NN=NN2C(C2=CC=CC=C2)(C2=CC=CC=C2)C2=CC=CC=C2)C (2,4-dimethyl-8-[2'-(1-triphenylmethyl-1H-tetrazol-5-yl)biphenyl-4-ylmethyl]-5,8-dihydro-6H-pyrido[2,3-d]pyrimidin-7-one), C(F)(F)(F)C(=O)O (CF3CO2H), [OH-].[Na+] (NaOH). The solvent is C1CCOC1 (THF), C1CCOC1 (THF), O (Water). Conditions: temperature 5 celsius, time 45 minute. Yields the product CC=1N=C(C2=C(N1)N(C(C(C2)O)=O)CC2=CC=C(C=C2)C2=C(C=CC=C2)C2=NN=NN2)C (2,4-Dimethyl-6-hydroxy-8-[2'-(1H-tetrazol-5-yl)biphenyl-4-ylmethyl]-5,8-dihydro-6H-pyrido[2,3-d]pyrimidin-7-one). Reaction SMILES: [CH3:1][C:2]1[N:3]=[C:4]([CH3:50])[C:5]2[CH2:11][CH2:10][C:9](=[O:12])[N:8]([CH2:13][C:14]3[CH:19]=[CH:18][C:17]([C:20]4[CH:25]=[CH:24][CH:23]=[CH:22][C:21]=4[C:26]4[N:30](C(C5C=CC=CC=5)(C5C=CC=CC=5)C5C=CC=CC=5)[N:29]=[N:28][N:27]=4)=[CH:16][CH:15]=3)[C:6]=2[N:7]=1.C[Si](C)(C)[N-][Si](C)(C)C.[K+].C1(C)C=CC=CC=1.C(C(O)=[O:73])(F)(F)F.[OH-].[Na+]>C1COCC1.O>[CH3:1][C:2]1[N:3]=[C:4]([CH3:50])[C:5]2[CH2:11][CH:10]([OH:73])[C:9](=[O:12])[N:8]([CH2:13][C:14]3[CH:15]=[CH:16][C:17]([C:20]4[CH:25]=[CH:24][CH:23]=[CH:22][C:21]=4[C:26]4[NH:30][N:29]=[N:28][N:27]=4)=[CH:18][CH:19]=3)[C:6]=2[N:7]=1 |f:1.2,5.6|. Reported procedure: To a cooled (-78° C.) solution of 2,4-dimethyl-8-[2'-(1-triphenylmethyl-1H-tetrazol-5-yl)biphenyl-4-ylmethyl]-5,8-dihydro-6H-pyrido[2,3-d]pyrimidin-7-one (1.57 g, 2.41 mmol) in THF (5 mL) was added 0.5M potassium hexamethyldisilazide in toluene (5.5 mL, 2.75 mmol). After 45 min, a solution of (+)-camphorsulfonyloxaziridine in THF (5 mL) was added. The mixture was allowed to warm to 5° C. over 5 h. Water (2 mL) and CF3CO2H (2 mL) were added and stirring was continued for 1 h. 1N NaOH (30 mL) was ... The reactants are BrCCO (2-bromoethanol), 4.18, BrC1=CC=C(OC=2C(N(N=CC2N2CCNCC2)C2=CC=C(C=C2)Cl)=O)C=C1 (4-(4-bromophenoxy)-2-(4-chlorophenyl)-5-(1-piperazinyl)-3(2H)-pyridazinone), [I-].[K+] (potassium iodide), C([O-])([O-])=O.[K+].[K+] (potassium carbonate). Solvent: O1CCOCC1 (1,4-dioxane), ClCCl (dichloromethane). The product is BrC1=CC=C(OC=2C(N(N=CC2N2CCN(CC2)CCO)C2=CC=C(C=C2)Cl)=O)C=C1 (4-(4-Bromophenoxy)-2-(4-chlorophenyl)-5-[4-(2-hydroxyethyl)-1-piperazinyl]-3(2H)-pyridazinone). Reaction SMILES: Br[CH2:2][CH2:3][OH:4].[Br:5][C:6]1[CH:32]=[CH:31][C:9]([O:10][C:11]2[C:12](=[O:30])[N:13]([C:23]3[CH:28]=[CH:27][C:26]([Cl:29])=[CH:25][CH:24]=3)[N:14]=[CH:15][C:16]=2[N:17]2[CH2:22][CH2:21][NH:20][CH2:19][CH2:18]2)=[CH:8][CH:7]=1.[I-].[K+].C(=O)([O-])[O-].[K+].[K+]>O1CCOCC1.ClCCl>[Br:5][C:6]1[CH:32]=[CH:31][C:9]([O:10][C:11]2[C:12](=[O:30])[N:13]([C:23]3[CH:28]=[CH:27][C:26]([Cl:29])=[CH:25][CH:24]=3)[N:14]=[CH:15][C:16]=2[N:17]2[CH2:22][CH2:21][N:20]([CH2:2][CH2:3][OH:4])[CH2:19][CH2:18]2)=[CH:8][CH:7]=1 |f:2.3,4.5.6|. Procedure: 1.35 ml (18.11 mmol) of 2-bromoethanol are added dropwise to a mixture of 4.18 (9.05 mmol) of 4-(4-bromophenoxy)-2-(4-chlorophenyl)-5-(1-piperazinyl)-3(2H)-pyridazinone (Example 57A), 0.15 g of potassium iodide 3.75 g (27.2 mmol) of potassium carbonate in 25 ml of 1,4-dioxane. Stirring under reflux overnight is followed by dilution with dichloromethane and washing twice with water, drying and concentration. Purification is by flash chromatography on silica gel (gradient: dichloromethane/methanol... Procedure: A solution of (2S,4R)-1-tert-butyl 2-methyl 4-hydroxypyrrolidine-1,2-dicarboxylate (10 g, 40.8 mmol) in DCM (100 mL) was cooled to 0° C., then treated portion wise with Dess-Martin periodinane (17.29 g, 40.8 mmol) over 20 min. The reaction was maintained at 0° C. for 1 h, and then the cold bath was removed. After another 3 h at room temperature, the reaction was treated with 300 mL of 1:1 sat. aq. Na2SO3:sat. aq. NaHCO3. The reaction was stirred vigorously overnight at room temperature, then the... Run in C(Cl)Cl (DCM). Product: O=C1C[C@H](N(C1)C(=O)OC(C)(C)C)C(=O)OC ((S)-1-tert-butyl 2-methyl 4-oxopyrrolidine-1,2-dicarboxylate). Reaction conditions: temperature 0 celsius, time 3 hour. Starting materials: O[C@@H]1C[C@H](N(C1)C(=O)OC(C)(C)C)C(=O)OC ((2S,4R)-1-tert-butyl 2-methyl 4-hydroxypyrrolidine-1,2-dicarboxylate), CC(=O)OI1(C=2C=CC=CC2C(=O)O1)(OC(=O)C)OC(=O)C (Dess-Martin periodinane). RXN SMILES: [OH:1][C@H:2]1[CH2:6][N:5]([C:7]([O:9][C:10]([CH3:13])([CH3:12])[CH3:11])=[O:8])[C@H:4]([C:14]([O:16][CH3:17])=[O:15])[CH2:3]1.CC(OI1(OC(C)=O)(OC(C)=O)OC(=O)C2C=CC=CC1=2)=O>C(Cl)Cl>[O:1]=[C:2]1[CH2:6][N:5]([C:7]([O:9][C:10]([CH3:11])([CH3:12])[CH3:13])=[O:8])[C@H:4]([C:14]([O:16][CH3:17])=[O:15])[CH2:3]1. The yield is 85.9%. Reactants: CCc1nc2c(cnn2CC)c(NC2CCN(C(N)=O)CC2)c1CNC(=O)c1ccc(CCCCOCCCCBr)cc1, C1COCCN1, CN(C)C=O, CCN(C(C)C)C(C)C. The product is CCc1nc2c(cnn2CC)c(NC2CCN(C(N)=O)CC2)c1CNC(=O)c1ccc(CCCCOCCCCN2CCOCC2)cc1. As a reaction SMILES: [Br:1][CH2:2][CH2:3][CH2:4][CH2:5][O:6][CH2:7][CH2:8][CH2:9][CH2:10][c:11]1[cH:12][cH:13][c:14]([C:17](=[O:18])[NH:19][CH2:20][c:21]2[c:22]([NH:34][CH:35]3[CH2:36][CH2:37][N:38]([C:41](=[O:42])[NH2:43])[CH2:39][CH2:40]3)[c:23]3[c:24]([n:25][c:26]2[CH2:27][CH3:28])[n:29]([CH2:32][CH3:33])[n:30][cH:31]3)[cH:15][cH:16]1.[CH2:53]1[CH2:54][O:55][CH2:56][CH2:57][NH:58]1.[CH3:59][N:60]([CH3:61])[CH:62]=[O:63].[CH:44]([N:45]([CH2:46][CH3:47])[CH:48]([CH3:49])[CH3:50])([CH3:51])[CH3:52]>>[CH2:2]([CH2:3][CH2:4][CH2:5][O:6][CH2:7][CH2:8][CH2:9][CH2:10][c:11]1[cH:12][cH:13][c:14]([C:17](=[O:18])[NH:19][CH2:20][c:21]2[c:22]([NH:34][CH:35]3[CH2:36][CH2:37][N:38]([C:41](=[O:42])[NH2:43])[CH2:39][CH2:40]3)[c:23]3[c:24]([n:25][c:26]2[CH2:27][CH3:28])[n:29]([CH2:32][CH3:33])[n:30][cH:31]3)[cH:15][cH:16]1)[N:58]1[CH2:53][CH2:54][O:55][CH2:56][CH2:57]1. Reactants: OCCCC1CCCC1, CC1(C)OC(=O)c2c(O)cccc2O1. As a reaction SMILES: [CH:15]1([CH2:20][CH2:21][CH2:22][OH:23])[CH2:16][CH2:17][CH2:18][CH2:19]1.[OH:1][c:2]1[cH:3][cH:4][cH:5][c:6]2[c:7]1[C:8](=[O:14])[O:9][C:10]([CH3:12])([CH3:13])[O:11]2>>[O:1]([c:2]1[cH:3][cH:4][cH:5][c:6]2[c:7]1[C:8](=[O:14])[O:9][C:10]([CH3:12])([CH3:13])[O:11]2)[CH2:22][CH2:21][CH2:20][CH:15]1[CH2:16][CH2:17][CH2:18][CH2:19]1. Yields the product CC1(C)OC(=O)c2c(OCCCC3CCCC3)cccc2O1. Reactants: [OH-].[K+] (potassium hydroxide), O[C@H]1[C@@H]([C@@H]2[C@@H](OC(C2)O)C1)CC[C@H](CCC1=CC=CC=C1)OC1OCCCC1 ((3aR,4R,5R,6aS)-Hexahydro-5-hydroxy-4-[(3R)-5-phenyl-3-[(tetrahydro-2H-pyran-2-yl)oxy]pentyl]-2H-cyclopenta[b]furan-2-ol), C(C)(=O)O (acetic acid), C1CCOC1 (THF). Run in O (water). Reaction conditions: temperature 45 celsius, time 4 hour. The product is O[C@H]1[C@@H]([C@@H]2[C@@H](OC(C2)O)C1)CC[C@H](CCC1=CC=CC=C1)O ((3aR,4R,5R,6aS)-Hexahydro-5-hydroxy-4-[(3R)-5-phenyl-3-hydroxypentyl]-2H-cyclopenta[b]furan-2-ol). Yield: 41.7%. RXN SMILES: [OH:1][C@@H:2]1[CH2:10][C@@H:5]2[O:6][CH:7]([OH:9])[CH2:8][C@@H:4]2[C@H:3]1[CH2:11][CH2:12][C@@H:13]([O:22]C1CCCCO1)[CH2:14][CH2:15][C:16]1[CH:21]=[CH:20][CH:19]=[CH:18][CH:17]=1.C(O)(=O)C.C1COCC1.[OH-].[K+]>O>[OH:1][C@@H:2]1[CH2:10][C@@H:5]2[O:6][CH:7]([OH:9])[CH2:8][C@@H:4]2[C@H:3]1[CH2:11][CH2:12][C@@H:13]([OH:22])[CH2:14][CH2:15][C:16]1[CH:17]=[CH:18][CH:19]=[CH:20][CH:21]=1 |f:3.4|. Procedure: A mixture of compound [11a] (0.55 g), acetic acid (2 ml), THF (2 mL) and water (2 mL) was stirred at 40-50° C. for 4 hours (TLC monitoring). The mixture was basified with 1 N aq. potassium hydroxide to pH 10-11 and the product was extracted with dichloromethane (3×20 mL). The combined organic layers were dried over sodium sulfate, filtered and evaporated under reduced pressure. The residue was purified by column chromatography on silica gel (elution with gradient ethyl acetate/hexane from 1:2 to... Product: CN(C)C=Cc1n(N=Cc2ccc(N(C)C)cc2)cc[n+]1N=Cc1ccc(N(C)C)cc1, [Cl-]. Reaction SMILES: [CH2:30]([O:31][CH:33]([O:32][CH2:37][CH3:38])[N:34]([CH3:35])[CH3:36])[CH3:39].[CH2:40]([OH:41])[CH2:42][CH3:43].[CH3:2][N:3]([c:4]1[cH:5][cH:6][c:7]([CH:8]=[N:9][n+:10]2[c:11]([CH3:26])[n:12]([N:15]=[CH:16][c:17]3[cH:18][cH:19][c:20]([N:23]([CH3:24])[CH3:25])[cH:21][cH:22]3)[cH:13][cH:14]2)[cH:27][cH:28]1)[CH3:29].[Cl-:1]>>[CH3:2][N:3]([c:4]1[cH:5][cH:6][c:7]([CH:8]=[N:9][n:10]2[c:11]([CH:26]=[CH:33][N:34]([CH3:35])[CH3:36])[n+:12]([N:15]=[CH:16][c:17]3[cH:18][cH:19][c:20]([N:23]([CH3:24])[CH3:25])[cH:21][cH:22]3)[cH:13][cH:14]2)[cH:27][cH:28]1)[CH3:29].[Cl-:1]. Starting materials: CCOC(OCC)N(C)C, CCCO, Cc1n(N=Cc2ccc(N(C)C)cc2)cc[n+]1N=Cc1ccc(N(C)C)cc1, [Cl-]. The reactants are Cl.COC=1C=C(C=CC1OC)C=1C(C(N(N1)C1CCNCC1)=O)(C)C (5-(3,4-dimethoxyphenyl)-4,4-dimethyl-2-(piperidin-4-yl)-2,4-dihydro-3H-pyrazol-3-one hydrochloride), Cl.COC=1C=C(C=CC1OC)C=1C(C(N(N1)C1CCNCC1)=O)(C)C (5-(3,4-dimethoxyphenyl)-4,4-dimethyl-2-(piperidin-4-yl)-2,4-dihydro-3H-pyrazol-3-one hydrochloride), N1=CC=CC2=CC(=CC=C12)C(=O)O (quinoline-6-carboxylic acid). Yields the product COC=1C=C(C=CC1OC)C=1C(C(N(N1)C1CCN(CC1)C(=O)C=1C=C2C=CC=NC2=CC1)=O)(C)C (5-(3,4-Dimethoxyphenyl)-4,4-dimethyl-2-[1-(quinolin-6-ylcarbonyl)piperidin-4-yl]-2,4-dihydro-3H-pyrazol-3-one). Reaction SMILES: Cl.[CH3:2][O:3][C:4]1[CH:5]=[C:6]([C:12]2[C:13]([CH3:25])([CH3:24])[C:14](=[O:23])[N:15]([CH:17]3[CH2:22][CH2:21][NH:20][CH2:19][CH2:18]3)[N:16]=2)[CH:7]=[CH:8][C:9]=1[O:10][CH3:11].[N:26]1[C:35]2[C:30](=[CH:31][C:32]([C:36](O)=[O:37])=[CH:33][CH:34]=2)[CH:29]=[CH:28][CH:27]=1>>[CH3:2][O:3][C:4]1[CH:5]=[C:6]([C:12]2[C:13]([CH3:25])([CH3:24])[C:14](=[O:23])[N:15]([CH:17]3[CH2:22][CH2:21][N:20]([C:36]([C:32]4[CH:31]=[C:30]5[C:35](=[CH:34][CH:33]=4)[N:26]=[CH:27][CH:28]=[CH:29]5)=[O:37])[CH2:19][CH2:18]3)[N:16]=2)[CH:7]=[CH:8][C:9]=1[O:10][CH3:11] |f:0.1|. Procedure: The title compound is prepared analogously as described for GP2-WU2 using 5-(3,4-dimethoxyphenyl)-4,4-dimethyl-2-(piperidin-4-yl)-2,4-dihydro-3H-pyrazol-3-one (compound B1) and quinoline-6-carboxylic acid as starting compounds. The crude product is purified by chromatography (amino phase silica gel and DCM) and by crystallization from DCM and diethyl ether to yield the title compound.